From a dataset of the Open Reaction Database (ORD), a public repository of structured organic reaction records. describe an organic reaction: reactants, conditions, products, and yield The reactants are C(C)(C)(C)OC(=O)N1C(OC[C@H]1C=O)(C)C (tert-butyl-(S)-4-formyl-2,2-dimethyl-3-oxazolidine-carboxylate), CC(C)([O-])C.[K+] (potassium tert-butoxide), C(C)OP(OCC)(=O)C=[N+]=[N-] (diazomethyl-phosphonic-acid-diethylester). Solvent: hexanes, CCOCC (Et2O). Reaction conditions: time 12 hour. Yields the product C(=O)(OC(C)(C)C)N1C(OC[C@H]1C#C)(C)C ((R)-N-Boc-2,2-dimethyl-4-ethynyl-oxazolidine). RXN SMILES: [C:1]([O:5][C:6]([N:8]1[C@H:12]([CH:13]=O)[CH2:11][O:10][C:9]1([CH3:16])[CH3:15])=[O:7])([CH3:4])([CH3:3])[CH3:2].[CH3:17]C(C)([O-])C.[K+].C(OP(C=[N+]=[N-])(=O)OCC)C>CCOCC>[C:6]([N:8]1[C@H:12]([C:13]#[CH:17])[CH2:11][O:10][C:9]1([CH3:16])[CH3:15])([O:5][C:1]([CH3:4])([CH3:3])[CH3:2])=[O:7] |f:1.2|. Reported procedure: (R)-N-Boc-2,2-dimethyl-4-ethynyl-oxazolidine was prepared according to Method X above by the treatment of tert-butyl-(S)-4-formyl-2,2-dimethyl-3-oxazolidine-carboxylate (1.00 g, 4.36 mmol) (Aldrich) with potassium tert-butoxide (730 mg, 6.54 mmol) and diazomethyl-phosphonic-acid-diethylester (1.20 g, 6.54 mmol) (see Method X, supra). The reaction was allowed to slowly warm up to room temperature and stirred for a total of 12 hrs. The product was obtained after silica gel column chromatography wi... The reactants are C(=C)C(CCCC)(CCCC)O (5-vinyl-5-nonanol). Run in C1(=CC=CC=C1)C (toluene). The product is C(=C)C(=CCCC)CCCC (5-vinyl-4-nonene). The yield is 55.9%. As a reaction SMILES: [CH:1]([C:3](O)([CH2:8][CH2:9][CH2:10][CH3:11])[CH2:4][CH2:5][CH2:6][CH3:7])=[CH2:2]>C1(C)C=CC=CC=1>[CH:1]([C:3]([CH2:8][CH2:9][CH2:10][CH3:11])=[CH:4][CH2:5][CH2:6][CH3:7])=[CH2:2]. Procedure: A solution of 5.1 grams of 5-vinyl-5-nonanol in 25 ml of toluene containing 38 mg of MTO was refluxed overnight, cooled, washed with aq. potassium carbonate, dried, stripped, and the residue distilled at 25 mm Hg to give 2.55 g (56%) of 5-vinyl-4-nonene as a cis/trans mixture, identified by NMR spectroscopy. Starting materials: Fc1nc(NCc2ccccc2Cl)ccc1Br, [Li]C(C)(C)C, CN(C)C=O, CC(C)[Mg+], [Cl-], C1CCOC1, O. Yields the product O=Cc1ccc(NCc2ccccc2Cl)nc1F. As a reaction SMILES: [Br:1][c:2]1[cH:3][cH:4][c:5]([NH:9][CH2:10][c:11]2[c:12]([Cl:17])[cH:13][cH:14][cH:15][cH:16]2)[n:6][c:7]1[F:8].[C:23]([Li:24])([CH3:25])([CH3:26])[CH3:27].[CH3:28][N:29]([CH:30]=[O:31])[CH3:32].[CH:19]([Mg+:20])([CH3:21])[CH3:22].[Cl-:18].[O:33]1[CH2:34][CH2:35][CH2:36][CH2:37]1.[OH2:38]>>[c:2]1([CH:30]=[O:31])[cH:3][cH:4][c:5]([NH:9][CH2:10][c:11]2[c:12]([Cl:17])[cH:13][cH:14][cH:15][cH:16]2)[n:6][c:7]1[F:8]. Reactants: C1(=CC=CC=C1)NC=1C(=CC=CC1)N (N-phenyl-benzene-1, 2-diamine), C([O-])([O-])=O.[K+].[K+] (potassium carbonate), BrCC(=O)N(C1=CC=C(C=C1)OC)C(C)C (2-bromo-N-isopropyl-N-(4-methoxy-phenyl)-acetamide). Run in CN(C)C=O (DMF). Run at time 18 hour. Product: C(C)(C)N(C(CNC1=C(C=CC=C1)NC1=CC=CC=C1)=O)C1=CC=C(C=C1)OC (N-Isopropyl-N-(4-methoxy-phenyl)-2-(2-phenylamino-phenylamino)-acetamide). The yield is 60.7%. RXN SMILES: [C:1]1([NH:7][C:8]2[C:9]([NH2:14])=[CH:10][CH:11]=[CH:12][CH:13]=2)[CH:6]=[CH:5][CH:4]=[CH:3][CH:2]=1.C(=O)([O-])[O-].[K+].[K+].Br[CH2:22][C:23]([N:25]([CH:34]([CH3:36])[CH3:35])[C:26]1[CH:31]=[CH:30][C:29]([O:32][CH3:33])=[CH:28][CH:27]=1)=[O:24]>CN(C=O)C>[CH:34]([N:25]([C:26]1[CH:27]=[CH:28][C:29]([O:32][CH3:33])=[CH:30][CH:31]=1)[C:23](=[O:24])[CH2:22][NH:14][C:9]1[CH:10]=[CH:11][CH:12]=[CH:13][C:8]=1[NH:7][C:1]1[CH:2]=[CH:3][CH:4]=[CH:5][CH:6]=1)([CH3:35])[CH3:36] |f:1.2.3|. Procedure: To a solution of N-phenyl-benzene-1, 2-diamine(3.08 g) in DMF (35 mL) was added potassium carbonate (2.31 g) and 2-bromo-N-isopropyl-N-(4-methoxy-phenyl)-acetamide (4.79 g) and stirred 18 h at ambient temperature. The solvent was evaporated in vacuo and the resultant oil was dissolved in ethyl acetate (250 mL), washed with 1N HCl (4×100 mL), dried over sodium sulfate, filtered, and concentrated to a brown oil. The oil was subjected to flash chromatogaraphy on silica gel (70 g) eluted with ethyl ... Reactants: C(C1=CC=CC=C1)OC(=O)NCCCCCCC(C=O)=C (8-(N-benzyloxycarbonylamino)-2-methyleneoctanal), C(C)OC(C[N+]#[C-])=O (isocyanoacetic acid ethyl ester). Reagents/catalysts: [Cu-]=O (copper(I) oxide). Solvent: C1(=CC=CC=C1)C (toluene), C1(=CC=CC=C1)C (toluene). Reaction conditions: time 90 minute. Product: C(C)OC(=O)C1N=COC1C(=C)CCCCCCNC(=O)OCC1=CC=CC=C1 (5-[8-(N-benzyloxycarbonylamino)oct-1-en-2-yl]-oxazoline-4-carboxylic acid ethyl ester). Yield: 38.3%. RXN SMILES: [CH2:1]([O:8][C:9]([NH:11][CH2:12][CH2:13][CH2:14][CH2:15][CH2:16][CH2:17][C:18](=[CH2:21])[CH:19]=[O:20])=[O:10])[C:2]1[CH:7]=[CH:6][CH:5]=[CH:4][CH:3]=1.[CH2:22]([O:24][C:25](=[O:29])[CH2:26][N+:27]#[C-:28])[CH3:23]>C1(C)C=CC=CC=1.[Cu-]=O>[CH2:22]([O:24][C:25]([CH:26]1[CH:19]([C:18]([CH2:17][CH2:16][CH2:15][CH2:14][CH2:13][CH2:12][NH:11][C:9]([O:8][CH2:1][C:2]2[CH:7]=[CH:6][CH:5]=[CH:4][CH:3]=2)=[O:10])=[CH2:21])[O:20][CH:28]=[N:27]1)=[O:29])[CH3:23]. Procedure: 15.30 g (52.9 mmol) of 8-(N-benzyloxycarbonylamino)-2-methyleneoctanal and 7.37 ml (67.4 mmol) of isocyanoacetic acid ethyl ester are dissolved in 78 ml of toluene and added dropwise under argon, within a period of 75 minutes, to a suspension of 0.30 g of copper(I) oxide in 76 ml of toluene. The mixture is then stirred for 90 minutes at 30°, cooled to room temperature and filtered, and the clear, bright red filtrate is introduced into a column filled with 250 g of silica gel (particle size 0.04-... Starting materials: Cl (hydrochloric acid), C(C)(C)(C)OC(=O)N[C@@H]1CN(C[C@@H]1CF)C1=C(C=C2C(C(=CN(C2=C1OC)C1CC1)C(=O)O)=O)F (7-[3-(S)-tert-butoxycarbonylamino-4-(S)-fluoromethyl-1-pyrrolidinyl]-1-cyclopropyl-6-fluoro-1,4-dihydro-8-methoxy-4-oxoquinoline -3-carboxylic acid). The solvent is O (water). Reaction conditions: time 30 minute. The product is N[C@@H]1CN(C[C@@H]1CF)C1=C(C=C2C(C(=CN(C2=C1OC)C1CC1)C(=O)O)=O)F (7-[3-(S)-Amino-4-(S)-fluoromethyl-1-pyrrolidinyl]-1-cyclopropyl-6-fluoro-1,4-dihydro-8-methoxy-4-oxoquinoline-3-carboxylic acid). Yield: 85.3%. RXN SMILES: Cl.C(OC([NH:9][C@H:10]1[C@@H:14]([CH2:15][F:16])[CH2:13][N:12]([C:17]2[C:26]([O:27][CH3:28])=[C:25]3[C:20]([C:21](=[O:35])[C:22]([C:32]([OH:34])=[O:33])=[CH:23][N:24]3[CH:29]3[CH2:31][CH2:30]3)=[CH:19][C:18]=2[F:36])[CH2:11]1)=O)(C)(C)C>O>[NH2:9][C@H:10]1[C@@H:14]([CH2:15][F:16])[CH2:13][N:12]([C:17]2[C:26]([O:27][CH3:28])=[C:25]3[C:20]([C:21](=[O:35])[C:22]([C:32]([OH:34])=[O:33])=[CH:23][N:24]3[CH:29]3[CH2:31][CH2:30]3)=[CH:19][C:18]=2[F:36])[CH2:11]1. Procedure details: Concentrated hydrochloric acid (2 ml) was added to 7-[3-(S)-tert-butoxycarbonylamino-4-(S)-fluoromethyl-1-pyrrolidinyl]-1-cyclopropyl-6-fluoro-1,4-dihydro-8-methoxy-4-oxoquinoline -3-carboxylic acid (140 mg, 0.28 mmol) which was cooled in an ice bath, and the mixture was stirred for 30 minutes at the same temperature. The reaction solution was diluted with water (50 ml) and washed with chloroform (50 ml×3) and then, while cooling in an ice bath, the aqueous layer was alkalified with 50% sodium h...